This data is from the Open Reaction Database (ORD), a public repository of structured organic reaction records. The task is: describe an organic reaction: reactants, conditions, products, and yield Reaction conditions: time 48 hour. Reactants: C1=C(C=CC2=CC=CC=C12)C(=O)N (naphthalene-2-carboxylic acid amide), 2,4-bis-(4-methoxyphenyl)-1,3-dithia-2,4-diphosphenate-2,4-disulfide, COC=1C=CC(=CC1)P2(=S)SP(=S)(S2)C=3C=CC(=CC3)OC (Lawesson's reagent). Yield: 83.0%. Solvent: O1CCCC1 (tetrahydrofuran). As a reaction SMILES: [CH:1]1[C:10]2[C:5](=[CH:6][CH:7]=[CH:8][CH:9]=2)[CH:4]=[CH:3][C:2]=1[C:11]([NH2:13])=O.COC1C=CC(P2(SP(C3C=CC(OC)=CC=3)(=S)S2)=[S:23])=CC=1>O1CCCC1>[CH:1]1[C:10]2[C:5](=[CH:6][CH:7]=[CH:8][CH:9]=2)[CH:4]=[CH:3][C:2]=1[C:11](=[S:23])[NH2:13]. The product is C1=C(C=CC2=CC=CC=C12)C(N)=S (naphthalene-2-carbothioic acid amide). Procedure: To a solution of the above amide (10.0 g, 58 mmol) in dry tetrahydrofuran (250 ml) was added [2,4-bis-(4-methoxyphenyl)-1,3-dithia-2,4-diphosphenate-2,4-disulfide] (Lawesson's reagent) (16.5 g, 41 mmol) and the resulting mixture was stirred at room temperature for 48 h. The volatiles were evaporated in vacuo and the residue was dissolved in ethyl acetate (100 ml) and filtered through silicagel (100 ml) using ethyl acetate as eluent. The solvent was evaporated in vacuo and to the residue was adde...